This data is from the Open Reaction Database (ORD), a public repository of structured organic reaction records. The task is: describe an organic reaction: reactants, conditions, products, and yield Reactants: [H-].[Na+] (NaH), C(C)C1=NC=NC=C1C(O)C=1C(=NC=NC1)C (1-(4-ethylpyrimidin-5-yl)-1-(4-methylpyrimidin-5-yl)methanol), C(C(C)(C)C)(=O)Cl (pivaloyl chloride). The solvent is C1CCOC1 (THF). Conditions: time 1.5 hour. Yields the product C(C)C1=NC=NC=C1C(OC(C(C)(C)C)=O)C=1C(=NC=NC1)C (1-(4-ethylpyrimidin-5-yl)-1-(4-methylpyrimidin-5-yl)-1-trimethylacetoxymethane). Yield: 86.5%. RXN SMILES: [H-].[Na+].[CH2:3]([C:5]1[C:10]([CH:11]([C:13]2[C:14]([CH3:19])=[N:15][CH:16]=[N:17][CH:18]=2)[OH:12])=[CH:9][N:8]=[CH:7][N:6]=1)[CH3:4].[C:20](Cl)(=[O:25])[C:21]([CH3:24])([CH3:23])[CH3:22]>C1COCC1>[CH2:3]([C:5]1[C:10]([CH:11]([C:13]2[C:14]([CH3:19])=[N:15][CH:16]=[N:17][CH:18]=2)[O:12][C:20](=[O:25])[C:21]([CH3:24])([CH3:23])[CH3:22])=[CH:9][N:8]=[CH:7][N:6]=1)[CH3:4] |f:0.1|. Procedure: To 3.2 mg of oil-free NaH was added 26 mg of 1-(4-ethylpyrimidin-5-yl)-1-(4-methylpyrimidin-5-yl)methanol in 1 ml THF at -30° C., followed by addition of 15 mg of pivaloyl chloride. After warming to room temperature and stirring for 1.5 hours, the reaction was quenched with 1 ml H2O and extracted with ether (3 times). The combined organics were washed with brine, dried (MgSO4) and evaporated to yield 30.7 mg of 1-(4-ethylpyrimidin-5-yl)-1-(4-methylpyrimidin-5-yl)-1-trimethylacetoxymethane as a y...